Dataset: the Open Reaction Database (ORD), a public repository of structured organic reaction records. Task: describe an organic reaction: reactants, conditions, products, and yield Reactants: CC(C)COC(=O)Cl, C1CCOC1, CN1CCOCC1, COC(=O)c1ccc(N)cc1, O=C(O)CCc1cccc(O)c1. The product is COC(=O)c1ccc(NC(=O)CCc2cccc(O)c2)cc1. RXN SMILES: [CH2:20]([O:21][C:22]([Cl:23])=[O:24])[CH:25]([CH3:26])[CH3:27].[CH2:39]1[O:40][CH2:41][CH2:42][CH2:43]1.[CH3:13][N:14]1[CH2:15][CH2:16][O:17][CH2:18][CH2:19]1.[NH2:28][c:29]1[cH:30][cH:31][c:32]([C:33](=[O:34])[O:35][CH3:36])[cH:37][cH:38]1.[OH:1][c:2]1[cH:3][c:4]([CH2:8][CH2:9][C:10](=[O:11])[OH:12])[cH:5][cH:6][cH:7]1>>[OH:1][c:2]1[cH:3][c:4]([CH2:8][CH2:9][C:10](=[O:12])[NH:28][c:29]2[cH:30][cH:31][c:32]([C:33](=[O:34])[O:35][CH3:36])[cH:37][cH:38]2)[cH:5][cH:6][cH:7]1. Reactants: N([C@@H](C(C)C)C(=O)N([C@@H](CC(C)C)C(=O)N[C@@H](C)C(=O)CC1=CC=CC=C1)C)C(=O)OC(C)(C)C (BOC-Val-MeLeu-Ala-Bzl). Solvent: FC(C(=O)O)(F)F (trifluoroacetic acid). Conditions: time 2 hour. Product: N[C@@H](C(C)C)C(=O)N([C@@H](CC(C)C)C(=O)N[C@@H](C)C(=O)CC1=CC=CC=C1)C (H-Val-MeLeu-Ala-Bzl). RXN SMILES: [NH:1](C(OC(C)(C)C)=O)[C@H:2]([C:6]([N:8]([CH3:28])[C@H:9]([C:14]([NH:16][C@H:17]([C:19]([CH2:21][C:22]1[CH:27]=[CH:26][CH:25]=[CH:24][CH:23]=1)=[O:20])[CH3:18])=[O:15])[CH2:10][CH:11]([CH3:13])[CH3:12])=[O:7])[CH:3]([CH3:5])[CH3:4]>FC(F)(F)C(O)=O>[NH2:1][C@H:2]([C:6]([N:8]([CH3:28])[C@H:9]([C:14]([NH:16][C@H:17]([C:19]([CH2:21][C:22]1[CH:23]=[CH:24][CH:25]=[CH:26][CH:27]=1)=[O:20])[CH3:18])=[O:15])[CH2:10][CH:11]([CH3:13])[CH3:12])=[O:7])[CH:3]([CH3:5])[CH3:4]. Procedure details: 30.7 g (60.8 mMol) BOC-Val-MeLeu-Ala-Bzl dissolved in 100 ml trifluoroacetic acid are stirred for 2 hrs. at room temperature. The obtained solution is concentrated under vacuum and the residue diluted with 500 ml methylene chloride. The solution is washed 3× with 200 ml saturated potassium carbonate solution, ice being added, the aqueous phases extracted with 200 ml methylene chloride and the combined organic phases dried over potassium carbonate. The title compound is obtained as a pale-yellow ... Starting materials: C\C(=C/CO)\CC\C=C(\CC\C=C(\CCC=C(C)C)/C)/C ((E,E,E)-3,7,11,15 tetramethyl-2,6,10,14-hexadecatetraen-1-ol). The reagents and catalysts are [O-2].[O-2].[Mn+4] (manganese dioxide). The solvent is C(Cl)Cl (methylene chloride). Run at time 16 hour. The product is C\C(=C/C=O)\CC\C=C(\CC\C=C(\CCC=C(C)C)/C)/C ((E,E,E)-3,7,11,15 tetramethyl-2,6,10,14-hexadecatetraenal). As a reaction SMILES: [CH3:1]/[C:2](/[CH2:6][CH2:7]/[CH:8]=[C:9](\[CH3:21])/[CH2:10][CH2:11]/[CH:12]=[C:13](\[CH3:20])/[CH2:14][CH2:15][CH:16]=[C:17]([CH3:19])[CH3:18])=[CH:3]\[CH2:4][OH:5]>C(Cl)Cl.[O-2].[O-2].[Mn+4]>[CH3:1]/[C:2](/[CH2:6][CH2:7]/[CH:8]=[C:9](\[CH3:21])/[CH2:10][CH2:11]/[CH:12]=[C:13](\[CH3:20])/[CH2:14][CH2:15][CH:16]=[C:17]([CH3:19])[CH3:18])=[CH:3]\[CH:4]=[O:5] |f:2.3.4|. Reported procedure: To a solution of (E,E,E)-3,7,11,15 tetramethyl-2,6,10,14-hexadecatetraen-1-ol (320 mg, 1.1 mmol) in dry methylene chloride (10 ml) at room temperature was added manganese dioxide (957 mg, 0.011 mol) and the resulting mixture stirred for 16 hours. The solids were removed by filtration through a pad of celite washing with methylene chloride (50 ml). The resulting solution was evaporated in vacuo to afford the aldehyde (1) as a clear colorless oil.